Dataset: the Open Reaction Database (ORD), a public repository of structured organic reaction records. Task: describe an organic reaction: reactants, conditions, products, and yield The reactants are C(C)OC(CCC1=CC(=CC=C1)NC(=O)C1=NC(=CC=C1)Br)=O (3-{3-[(6-Bromo-pyridine-2-carbonyl)-amino]-phenyl}-propionic acid ethyl ester), FC=1C=C(C=CC1)B(O)O (3-fluoro-phenylboronic acid). Product: C(C)OC(CCC1=CC(=CC=C1)NC(=O)C1=NC(=CC=C1)C1=CC(=CC=C1)F)=O (3-(3-{[6-(3-Fluoro-phenyl)-pyridine-2-carbonyl]-amino}-phenyl)-propionic acid ethyl ester). As a reaction SMILES: [CH2:1]([O:3][C:4](=[O:23])[CH2:5][CH2:6][C:7]1[CH:12]=[CH:11][CH:10]=[C:9]([NH:13][C:14]([C:16]2[CH:21]=[CH:20][CH:19]=[C:18](Br)[N:17]=2)=[O:15])[CH:8]=1)[CH3:2].[F:24][C:25]1[CH:26]=[C:27](B(O)O)[CH:28]=[CH:29][CH:30]=1>>[CH2:1]([O:3][C:4](=[O:23])[CH2:5][CH2:6][C:7]1[CH:12]=[CH:11][CH:10]=[C:9]([NH:13][C:14]([C:16]2[CH:21]=[CH:20][CH:19]=[C:18]([C:29]3[CH:28]=[CH:27][CH:26]=[C:25]([F:24])[CH:30]=3)[N:17]=2)=[O:15])[CH:8]=1)[CH3:2]. Procedure details: The pyridyl bromide (161) (100 mg, 0.27 mmol) was coupled to 3-fluoro-phenylboronic acid (34 mg, 0.24 mmol) using Method E. The residue was purified by column chromatography eluting with 15% EtOAc in heptane to give the title compound. Reactants: H+, N1=CC(=CC=C1)C=O (3-pyridine-carboxaldehyde), ClC1=CC=C(C=C1)S(=O)(=O)N (4-chlorobenzenesulfonamide), 4A. Solvent: C1(=CC=CC=C1)C (toluene). The product is ClC1=CC=C(C=C1)S(=O)(=O)N=CC=1C=NC=CC1 (4-chloro-N-pyridin-3-ylmethylene-benzenesulfonamide). Yield: 94.2%. Reaction SMILES: [N:1]1[CH:6]=[CH:5][CH:4]=[C:3]([CH:7]=O)[CH:2]=1.[Cl:9][C:10]1[CH:15]=[CH:14][C:13]([S:16]([NH2:19])(=[O:18])=[O:17])=[CH:12][CH:11]=1>C1(C)C=CC=CC=1>[Cl:9][C:10]1[CH:11]=[CH:12][C:13]([S:16]([N:19]=[CH:7][C:3]2[CH:2]=[N:1][CH:6]=[CH:5][CH:4]=2)(=[O:17])=[O:18])=[CH:14][CH:15]=1. Procedure details: To a solution of 3-pyridine-carboxaldehyde (2.6 g, 24.2 mmol) and 4-chlorobenzenesulfonamide (5.0 g, 26.0 mmol) in toluene was added powdered molecular sieve 4A (2.5 g) and AMBERLYST H+ (2.5 g). The reaction mixture was heated in a Dean-Stark apparatus for 16 h. After cooling to room temperature, the mixture was filtered through a pad of CELITE. The CELITE was washed with EtOAc, and the filtrate was concentrated to give 6.4 g (94%) of the title product as a white solid. 1H NMR (CDCl3 300 MHz) δ ... The reactants are S(=O)(=O)(O)O.NC=1NC=CN1 (2-aminoimidazole sulfate), CCC(=O)CC(=O)OC (methyl 3-oxo-n-valerate). RXN SMILES: S(O)(O)(=O)=O.[NH2:6][C:7]1[NH:8][CH:9]=[CH:10][N:11]=1.[CH3:12][CH2:13][C:14]([CH2:16][C:17](OC)=[O:18])=O>C(O)(=O)C>[CH2:13]([C:14]1[CH:16]=[C:17]([OH:18])[N:8]2[CH:9]=[CH:10][N:11]=[C:7]2[N:6]=1)[CH3:12] |f:0.1|. The solvent is C(C)(=O)O (acetic acid). Reported procedure: 20.0 g (151.4 mmol) commercially available (Aldrich) 2-aminoimidazole sulfate and 19.7 g (151.4 mmol) methyl 3-oxo-n-valerate were heated with reflux in 27 ml acetic acid for 7 h. After cooling to room temperature remaining solids were removed by filtration, and the filtrate was diluted with water, neutralized with sodium hydroxide, and extracted with dichloromethane. The organic layer was dried over sodium sulfate, evaporated in vacuo, while the title compound crystallized in colorless crystals... Yields the product C(C)C1=NC=2N(C(=C1)O)C=CN2 (7-Ethylimidazo[1,2-a]pyrimidine-5-ol). Starting materials: N#Cc1ccccc1Br, CC1(C)OB(C2=CCC3(CC2)OCCO3)OC1(C)C, O=C(CNc1ncnc2ccc(C(F)(F)F)cc12)NC1CNC1, N#Cc1ccccc1C1CCC(=O)CC1. Yields the product N#Cc1ccccc1C1CCC(N2CC(NC(=O)CNc3ncnc4ccc(C(F)(F)F)cc34)C2)CC1. Reaction SMILES: [Br:16][c:17]1[cH:18][cH:19][cH:20][cH:21][c:22]1[C:23]#[N:24].[CH3:25][C:26]1([CH3:27])[C:28]([CH3:29])([CH3:30])[O:31][B:32]([C:33]2=[CH:42][CH2:41][C:36]3([CH2:35][CH2:34]2)[O:37][CH2:38][CH2:39][O:40]3)[O:43]1.[NH:44]1[CH2:45][CH:46]([NH:48][C:49]([CH2:50][NH:51][c:52]2[n:53][cH:54][n:55][c:56]3[cH:57][cH:58][c:59]([C:62]([F:63])([F:64])[F:65])[cH:60][c:61]23)=[O:66])[CH2:47]1.[O:1]=[C:2]1[CH2:3][CH2:4][CH:5]([c:8]2[c:9]([C:10]#[N:11])[cH:12][cH:13][cH:14][cH:15]2)[CH2:6][CH2:7]1>>[CH:2]1([N:44]2[CH2:45][CH:46]([NH:48][C:49]([CH2:50][NH:51][c:52]3[n:53][cH:54][n:55][c:56]4[cH:57][cH:58][c:59]([C:62]([F:63])([F:64])[F:65])[cH:60][c:61]34)=[O:66])[CH2:47]2)[CH2:3][CH2:4][CH:5]([c:8]2[c:9]([C:10]#[N:11])[cH:12][cH:13][cH:14][cH:15]2)[CH2:6][CH2:7]1. Starting materials: ClS(=O)(=O)C1=CC=2C3=C(C(NC2C=C1)=O)NC=C3C(=O)O (8-chlorosulfonyl-4-oxo-4,5-dihydro-3H-pyrrolo[2,3-c]quinoline-1-carboxylic acid), COC1=CC=C(N)C=C1 (4-methoxyaniline). Product: COC1=CC=C(C=C1)NS(=O)(=O)C1=CC=2C3=C(C(NC2C=C1)=O)NC=C3.C(C)C(=O)[O-] (8-(4-methoxy-phenylsulfamoyl)-4-oxo-4,5-dihydro-3H-pyrrolo[2,3-c]quinoline 1-ethyl carboxylate). Yield: 20.6%. RXN SMILES: Cl[S:2]([C:5]1[CH:14]=[CH:13][C:12]2[NH:11][C:10](=[O:15])[C:9]3[NH:16][CH:17]=[C:18]([C:19]([OH:21])=[O:20])[C:8]=3[C:7]=2[CH:6]=1)(=[O:4])=[O:3].[CH3:22][O:23][C:24]1[CH:30]=[CH:29][C:27]([NH2:28])=[CH:26][CH:25]=1>>[CH3:22][O:23][C:24]1[CH:30]=[CH:29][C:27]([NH:28][S:2]([C:5]2[CH:14]=[CH:13][C:12]3[NH:11][C:10](=[O:15])[C:9]4[NH:16][CH:17]=[CH:18][C:8]=4[C:7]=3[CH:6]=2)(=[O:3])=[O:4])=[CH:26][CH:25]=1.[CH2:18]([C:19]([O-:21])=[O:20])[CH3:17] |f:2.3|. Procedure: This compound is prepared according to synthesis 25, from 150 mg (0.46 mmol) of 8-chlorosulfonyl-4-oxo-4,5-dihydro-3H-pyrrolo[2,3-c]quinoline-1-carboxylic acid (synthesis 2) and 64 μL (0.55 mmol) of 4-methoxyaniline. After purification by chromatography on silica (eluent dichloromethane/methanol/acetonitrile 95/3/2) then trituration in diethyl ether, 21 mg (10%) of 8-(4-methoxy-phenylsulfamoyl)-4-oxo-4,5-dihydro-3H-pyrrolo[2,3-c]quinoline-1-ethyl carboxylate is obtained in the form of a white so... Starting materials: α,α-bis(trimethylsilyl)-t-butylacetaldimine, ClC1=C(C=O)C=C(C=C1)C(F)(F)F (2-chloro-5-trifluoromethylbenzaldehyde), C1CCOC1 (THF). The reagents and catalysts are [Cl-].[Cl-].[Zn+2] (ZnCl2), [Zn+2].[Br-].[Br-] (ZnBr2). Solvent: C(C)OCC.O (diethyl ether water). Conditions: temperature 10 celsius, time 8 hour. The product is ClC1=C(C=C(C=C1)C(F)(F)F)C=CC=O (3-(2-chloro-5-trifluoromethylphenyl)acrylaldehyde). RXN SMILES: [Cl:1][C:2]1[CH:9]=[CH:8][C:7]([C:10]([F:13])([F:12])[F:11])=[CH:6][C:3]=1[CH:4]=O.C1C[O:17][CH2:16][CH2:15]1>C(OCC)C.O.[Zn+2].[Br-].[Br-].[Cl-].[Cl-].[Zn+2]>[Cl:1][C:2]1[CH:9]=[CH:8][C:7]([C:10]([F:13])([F:12])[F:11])=[CH:6][C:3]=1[CH:4]=[CH:15][CH:16]=[O:17] |f:2.3,4.5.6,7.8.9|. Procedure details: To a solution of 2-chloro-5-trifluoromethylbenzaldehyde (300 mg) in 5 mL THF was added 40 mg of ZnBr2. With stirring, 360 mg of α,α-bis(trimethylsilyl)-t-butylacetaldimine (7) was added, and stirring was continued overnight. The solution was cooled to 10° C., then hydrolyzed by the addition of a solution of ZnCl2 (40 mg) in diethyl ether/water (3 mL each), followed by stirring at room temperature for 1 h. The solids were removed by filtration through Celite and the filtrate extracted with diethy... Reactants: C(C1=CC=CC=C1)Br (Benzyl bromide), CS(=O)([O-])=S.[Na+] (sodium methanethiosulfonate). The solvent is CCO (EtOH). Yields the product CS(=O)(OCC1=CC=CC=C1)=S (Benzyl Methanethiosulfonate). As a reaction SMILES: [CH2:1](Br)[C:2]1[CH:7]=[CH:6][CH:5]=[CH:4][CH:3]=1.[CH3:9][S:10](=[S:13])([O-:12])=[O:11].[Na+]>CCO>[CH3:9][S:10](=[S:13])([O:12][CH2:1][C:2]1[CH:7]=[CH:6][CH:5]=[CH:4][CH:3]=1)=[O:11] |f:1.2|. Procedure: Benzyl bromide (9.07 g, 0.053 mol) was slowly added to a suspension of sodium methanethiosulfonate (7.10 g, 0.0530 mol) in absolute EtOH (100 mL) and the reaction mixture was heated at reflux overnight. The reaction mixture was cooled with an ice bath and the solid (sodium bromide and sodium methanethiosulfonate) was filtered off. The filtrate was concentrated to give a crude product which was mainly the desired product. Pure product was obtained by flash chromatography on silica gel with EtOAc-...